This data is from the Open Reaction Database (ORD), a public repository of structured organic reaction records. The task is: describe an organic reaction: reactants, conditions, products, and yield Starting materials: CC1(OC2=C(C(=CC(=C2)C(C)CCCCC)O)C=2C1=CC=NC2)C (5,5-dimethyl-10-hydroxy-8-(2-heptyl)-5H-[1]benzopyrano[3,4-d]pyridine), C(C)(=O)OC(C)=O (acetic anhydride). Run in N1=CC=CC=C1 (pyridine). The product is C(C)(=O)OC1=CC(=CC2=C1C=1C(=CC=NC1)C(O2)(C)C)C(C)CCCCC (10-Acetoxy-5,5-dimethyl-8-(2-heptyl)-5H-[1]benzopyrano[3,4-d]pyridine). As a reaction SMILES: [CH3:1][C:2]1([CH3:24])[C:19]2=[CH:20][CH:21]=[N:22][CH:23]=[C:18]2[C:5]2[C:6]([OH:17])=[CH:7][C:8]([CH:10]([CH2:12][CH2:13][CH2:14][CH2:15][CH3:16])[CH3:11])=[CH:9][C:4]=2[O:3]1.[C:25](OC(=O)C)(=[O:27])[CH3:26]>N1C=CC=CC=1>[C:25]([O:17][C:6]1[C:5]2[C:18]3[C:19]([C:2]([CH3:1])([CH3:24])[O:3][C:4]=2[CH:9]=[C:8]([CH:10]([CH2:12][CH2:13][CH2:14][CH2:15][CH3:16])[CH3:11])[CH:7]=1)=[CH:20][CH:21]=[N:22][CH:23]=3)(=[O:27])[CH3:26]. Reported procedure: 10-Acetoxy-5,5-dimethyl-8-(2-heptyl)-5H-[1]benzopyrano[3,4-d]pyridine is prepared by reacting 5,5-dimethyl-10-hydroxy-8-(2-heptyl)-5H-[1]benzopyrano[3,4-d]pyridine and acetic anhydride in the presence of pyridine according to the method of Example 12.